This data is from the Open Reaction Database (ORD), a public repository of structured organic reaction records. The task is: describe an organic reaction: reactants, conditions, products, and yield Starting materials: FC(C(=O)O)(F)F.FC(C(=O)O)(F)F.FC(C(=O)O)(F)F.ClC=1C=NC=2NC=3C=NC=C(CCC4=C(C=CC(NC1N2)=C4)NC(CC4CCNCC4)=O)C3 (N-[6-chloro-2,4,8,18,22-pentaazatetracyclo[14.3.1.1(3,7).1(9,13)]docosa-1(20),3(22),4,6,9(21),10,12,16,18-nonaen-12-yl]-2-piperidin-4-ylacetamide tris(trifluoroacetate)), CC=1N=CSC1C(=O)O (4-methyl-1,3-thiazole-5-carboxylic acid). The product is FC(C(=O)O)(F)F.FC(C(=O)O)(F)F.ClC=1C=NC=2NC=3C=NC=C(CCC4=C(C=CC(NC1N2)=C4)NC(CC4CCN(CC4)C(=O)C4=C(N=CS4)C)=O)C3 (N-[6-Chloro-2,4,8,18,22-pentaazatetracyclo[14.3.1.1(3,7).1(9,13)]docosa-1(20),3(22),4,6,9(21),10,12,16,18-nonaen-12-yl]-2-{1-[(4-methyl-1,3-thiazol-5-yl)carbonyl]piperidin-4-yl}acetamide bis(trifluoroacetate)). Yield: 62.0%. RXN SMILES: [F:1][C:2]([F:7])([F:6])[C:3]([OH:5])=[O:4].[F:8][C:9]([F:14])([F:13])[C:10]([OH:12])=[O:11].FC(F)(F)C(O)=O.[Cl:22][C:23]1[CH:24]=[N:25][C:26]2[NH:27][C:28]3[CH:29]=[N:30][CH:31]=[C:32]([CH:54]=3)[CH2:33][CH2:34][C:35]3[CH:43]=[C:39]([NH:40][C:41]=1[N:42]=2)[CH:38]=[CH:37][C:36]=3[NH:44][C:45](=[O:53])[CH2:46][CH:47]1[CH2:52][CH2:51][NH:50][CH2:49][CH2:48]1.[CH3:55][C:56]1[N:57]=[CH:58][S:59][C:60]=1[C:61](O)=[O:62]>>[F:1][C:2]([F:7])([F:6])[C:3]([OH:5])=[O:4].[F:8][C:9]([F:14])([F:13])[C:10]([OH:12])=[O:11].[Cl:22][C:23]1[CH:24]=[N:25][C:26]2[NH:27][C:28]3[CH:29]=[N:30][CH:31]=[C:32]([CH:54]=3)[CH2:33][CH2:34][C:35]3[CH:43]=[C:39]([NH:40][C:41]=1[N:42]=2)[CH:38]=[CH:37][C:36]=3[NH:44][C:45](=[O:53])[CH2:46][CH:47]1[CH2:52][CH2:51][N:50]([C:61]([C:60]2[S:59][CH:58]=[N:57][C:56]=2[CH3:55])=[O:62])[CH2:49][CH2:48]1 |f:0.1.2.3,5.6.7|. Reported procedure: The desired compound was prepared according to the procedure of Example A27 using N-[6-chloro-2,4,8,18,22-pentaazatetracyclo[14.3.1.1(3,7).1(9,13)]docosa-1(20),3(22),4,6,9(21),10,12,16,18-nonaen-12-yl]-2-piperidin-4-ylacetamide tris(trifluoroacetate) and 4-methyl-1,3-thiazole-5-carboxylic acid as starting materials in 62% yield. LCMS for C29H30ClN8O2S (M+H)+: m/z=589.2. The reactants are Cl.NC(CC1=CC=CC=C1)(C)C (2-Amino-2-methyl-1-phenylpropane hydrochloride), OS(=O)(=O)O (H2SO4), [N+](=O)(O)[O-] (Nitric acid). Yields the product S(=O)(=O)(O)O.NC(CC1=CC=C(C=C1)[N+](=O)[O-])(C)C (2-Amino-2-methyl-1-(4-nitrophenyl) propane Sulfate). As a reaction SMILES: Cl.[NH2:2][C:3]([CH3:12])([CH3:11])[CH2:4][C:5]1[CH:10]=[CH:9][CH:8]=[CH:7][CH:6]=1.[N+:13]([O-])([OH:15])=[O:14].[OH:17][S:18]([OH:21])(=[O:20])=[O:19]>>[S:18]([OH:21])([OH:20])(=[O:19])=[O:17].[NH2:2][C:3]([CH3:12])([CH3:11])[CH2:4][C:5]1[CH:10]=[CH:9][C:8]([N+:13]([O-:15])=[O:14])=[CH:7][CH:6]=1 |f:0.1,4.5|. Procedure: A slight modification in the procedure described previously [Lavin et al, J. Biol. Chem., Vol. 256, p. 11944 (1981)] enables direct isolation of the product instead of column chromatographic separation of ortho (20%) and para (80%) isomers, both of which are products of the nitration. 2-Amino-2-methyl-1-phenylpropane hydrochloride (97 g, 0.41 mol) was dissolved in concentrated H2SO4 (195 ml) and the solution was cooled in an ice bath. Nitric acid (70%, 40 ml, 56 g, 0.6 mol) was added with stirri... Starting materials: CC(C)(C)c1nnc(N)s1, COC(OC)N(C)C, CCCCCC, Cc1ccccc1. Product: CN(C)C=Nc1nnc(C(C)(C)C)s1. RXN SMILES: [C:1]([CH3:2])([CH3:3])([CH3:4])[c:5]1[n:6][n:7][c:8]([NH2:10])[s:9]1.[CH3:11][O:12][CH:13]([N:14]([CH3:15])[CH3:16])[O:17][CH3:18].[CH3:19][CH2:20][CH2:21][CH2:22][CH2:23][CH3:24].[CH3:25][c:26]1[cH:27][cH:28][cH:29][cH:30][cH:31]1>>[C:1]([CH3:2])([CH3:3])([CH3:4])[c:5]1[n:6][n:7][c:8]([N:10]=[CH:13][N:14]([CH3:15])[CH3:16])[s:9]1.